Dataset: the Open Reaction Database (ORD), a public repository of structured organic reaction records. Task: describe an organic reaction: reactants, conditions, products, and yield The reactants are O.NN (Hydrazine hydrate), ClC1=CC=C(C=C1)C(CN1C(SCC1=O)=O)=O (3-(2-(4-chlorophenyl)-2-oxo-ethyl)-thiazolidine-2,4-dione). The solvent is CO (methanol). Yields the product white solid, ClC1=CC=C(C=C1)C=1CNC(NN1)=O (6-(4-chlorophenyl)-4,5-dihydro-1,2,4-triazin-3-one). Isolated yield 57.0%. As a reaction SMILES: O.[NH2:2][NH2:3].[Cl:4][C:5]1[CH:10]=[CH:9][C:8]([C:11](=O)[CH2:12][N:13]2C(=O)CS[C:14]2=[O:19])=[CH:7][CH:6]=1>CO>[Cl:4][C:5]1[CH:10]=[CH:9][C:8]([C:11]2[CH2:12][NH:13][C:14](=[O:19])[NH:2][N:3]=2)=[CH:7][CH:6]=1 |f:0.1|. Reported procedure: Hydrazine hydrate (8.0 g, 160 mmol) and 19.55 g of 3-(2-(4-chlorophenyl)-2-oxo-ethyl)-thiazolidine-2,4-dione in 100 mL of methanol were stirred at room temperature over a weekend, then refluxed for 8 hours. The reaction mixture was cooled and the solids were filtered, washed with methanol and dried to give 9.06 g of white solid 6-(4-chlorophenyl)-4,5-dihydro-1,2,4-triazin-3-one (57% yield). Reactants: C1(CCCCC1)N=C=NC1CCCCC1 (dicyclohexylcarbodiimide), OCCN1CCOCC1 (N-(2-hydroxyethyl)morpholine), C(N)(=O)OC1=C2C(OCC2=C(C(=C1C/C=C(/CCC(=O)O)\C)OC)C)=O (E-6-(1,3-dihydro-4-carbamoyloxy-6-methoxy-7-methyl-3-oxo-5-isobenzofuranyl)-4-methyl-4-hexenoic acid). Solvent: C1CCOC1 (THF). Run at time 6 hour. Product: C(N)(=O)OC1=C2C(OCC2=C(C(=C1C/C=C(/CCC(=O)OCCN1CCOCC1)\C)OC)C)=O (morpholinoethyl E-6-(1,3-dihydro-4-carbamoyloxy-6-methoxy-7-methyl-3-oxo-5-isobenzofuranyl)-4-methyl-4-hexenoate). As a reaction SMILES: [C:1]([O:4][C:5]1[C:13]([CH2:14]/[CH:15]=[C:16](\[CH3:22])/[CH2:17][CH2:18][C:19]([OH:21])=[O:20])=[C:12]([O:23][CH3:24])[C:11]([CH3:25])=[C:10]2[C:6]=1[C:7](=[O:26])[O:8][CH2:9]2)(=[O:3])[NH2:2].C1(N=C=NC2CCCCC2)CCCCC1.O[CH2:43][CH2:44][N:45]1[CH2:50][CH2:49][O:48][CH2:47][CH2:46]1>C1COCC1>[C:1]([O:4][C:5]1[C:13]([CH2:14]/[CH:15]=[C:16](\[CH3:22])/[CH2:17][CH2:18][C:19]([O:21][CH2:43][CH2:44][N:45]2[CH2:50][CH2:49][O:48][CH2:47][CH2:46]2)=[O:20])=[C:12]([O:23][CH3:24])[C:11]([CH3:25])=[C:10]2[C:6]=1[C:7](=[O:26])[O:8][CH2:9]2)(=[O:3])[NH2:2]. Reported procedure: To 1.0 g of E-6-(1,3-dihydro-4-carbamoyloxy-6-methoxy-7-methyl-3-oxo-5-isobenzofuranyl)-4-methyl-4-hexenoic acid dissolved in 20 ml of dry THF is added 0.59 g of dicyclohexylcarbodiimide and 0.037 g of N-(2-hydroxyethyl)morpholine. The mixture is left at room temperature for 6 hours, then evaporated to dryness. The residue is chromatographed on silica gel, eluting with 50:1 dichloromethane:methanol, to give morpholinoethyl E-6-(1,3-dihydro-4-carbamoyloxy-6-methoxy-7-methyl-3-oxo-5-isobenzofurany... The reactants are ClC1=NC=C(C=C1Cl)Cl (2,3,5-trichloropyridine), CC=1C=C(C(=O)OC)C=CC1S(NCC=1C=C2C=NN(C2=CC1)C)(=O)=O (methyl 3-methyl-4-(N-((1-methyl-1H-indazol-5-yl)methyl)sulfamoyl)benzoate). Yields the product ClC=1C(=NC=C(C1)Cl)N(S(=O)(=O)C1=C(C=C(C(=O)OC)C=C1)C)CC=1C=C2C=NN(C2=CC1)C (Methyl 4-(N-(3,5-dichloropyridin-2-yl)-N-((1-methyl-1H-indazol-5-yl)methyl)sulfamoyl)-3-methylbenzoate). RXN SMILES: Cl[C:2]1[C:7]([Cl:8])=[CH:6][C:5]([Cl:9])=[CH:4][N:3]=1.[CH3:10][C:11]1[CH:12]=[C:13]([CH:18]=[CH:19][C:20]=1[S:21](=[O:35])(=[O:34])[NH:22][CH2:23][C:24]1[CH:25]=[C:26]2[C:30](=[CH:31][CH:32]=1)[N:29]([CH3:33])[N:28]=[CH:27]2)[C:14]([O:16][CH3:17])=[O:15]>>[Cl:8][C:7]1[C:2]([N:22]([CH2:23][C:24]2[CH:25]=[C:26]3[C:30](=[CH:31][CH:32]=2)[N:29]([CH3:33])[N:28]=[CH:27]3)[S:21]([C:20]2[CH:19]=[CH:18][C:13]([C:14]([O:16][CH3:17])=[O:15])=[CH:12][C:11]=2[CH3:10])(=[O:35])=[O:34])=[N:3][CH:4]=[C:5]([Cl:9])[CH:6]=1. Reported procedure: The titled compound was prepared according to the procedure described in step-2 of Example 1 from 2,3,5-trichloropyridine and methyl 3-methyl-4-(N-((1-methyl-1H-indazol-5-yl)methyl)sulfamoyl)benzoate (step-2 of Example 26).